Dataset: the Open Reaction Database (ORD), a public repository of structured organic reaction records. Task: describe an organic reaction: reactants, conditions, products, and yield The reactants are BrC=1C=NC=CC1C (3-bromo-4-methylpyridine), C(C)(C)NC(C)C (Diisopropylamine), C(CCC)[Li] (n-butyl lithium), CCCCCC (hexane), C1CO1 (ethylene oxide). Run in C1CCOC1 (THF), C1CCOC1 (THF). Product: BrC=1C=NC=CC1CCCO (3-(3-bromopyridin-4-yl)-1-propanol). Run at temperature 0 celsius, time 15 minute. RXN SMILES: C(NC(C)C)(C)C.C([Li])CCC.CCCCCC.[Br:19][C:20]1[CH:21]=[N:22][CH:23]=[CH:24][C:25]=1[CH3:26].[CH2:27]1[O:29][CH2:28]1>C1COCC1>[Br:19][C:20]1[CH:21]=[N:22][CH:23]=[CH:24][C:25]=1[CH2:26][CH2:27][CH2:28][OH:29]. The yield is 78.7%. Procedure details: Diisopropylamine (7.1 g, 70 mmol) is dissolved in THF (100 ml), and thereto is added a solution of n-butyl lithium in hexane (35.7 ml, 60 mmol) at −70° C., and the mixture is stirred for 15 minutes. Then, to the mixture is added a solution of 3-bromo-4-methylpyridine (8.6 g, 50 mmol) in THF (30 ml). Ten minutes thereafter, to the mixture is added ethylene oxide (2.6 g, 60 mmol), and the mixture is warmed to 0° C. over a period of time for one hour. The reaction is quenched with a saturated brine... Starting materials: O=C([O-])O, COC1(c2ccccc2)CCC2(CC1)OCCO2, COC, [Na+], C1CCOC1. Yields the product COC1(c2ccccc2)CCC(=O)CC1. As a reaction SMILES: [C:19](=[O:20])([O-:21])[OH:22].[CH3:1][O:2][C:3]1([c:13]2[cH:14][cH:15][cH:16][cH:17][cH:18]2)[CH2:4][CH2:5][C:6]2([O:7][CH2:10][CH2:9][O:8]2)[CH2:11][CH2:12]1.[CH3:24][O:25][CH3:26].[Na+:23].[O:27]1[CH2:28][CH2:29][CH2:30][CH2:31]1>>[CH3:1][O:2][C:3]1([c:13]2[cH:14][cH:15][cH:16][cH:17][cH:18]2)[CH2:4][CH2:5][C:6](=[O:7])[CH2:11][CH2:12]1. The reactants are [Br-], CC=CC(=O)OCC, C[Mg+], CCOCC, C1CCC2=NCCCN2CC1, C1CCOC1, CC(C)(C)OC(=O)CN=C1CC2CC(C1(C)O)C2(C)C. RXN SMILES: [Br-:21].[C:40]([CH:41]=[CH:42][CH3:43])(=[O:44])[O:45][CH2:46][CH3:47].[CH3:22][Mg+:23].[CH3:24][CH2:25][O:26][CH2:27][CH3:28].[N:29]12[CH2:30][CH2:31][CH2:32][N:33]=[C:34]1[CH2:35][CH2:36][CH2:37][CH2:38][CH2:39]2.[O:48]1[CH2:49][CH2:50][CH2:51][CH2:52]1.[OH:1][C:2]1([CH3:20])[CH:3]2[C:4]([CH3:18])([CH3:19])[CH:5]([CH2:6][C:7]1=[N:8][CH2:9][C:10](=[O:11])[O:12][C:13]([CH3:14])([CH3:15])[CH3:16])[CH2:17]2>>[OH:1][C:2]1([CH3:20])[CH:3]2[C:4]([CH3:18])([CH3:19])[CH:5]([CH2:6][C:7]1=[N:8][CH:9]([C:10](=[O:11])[O:12][C:13]([CH3:14])([CH3:15])[CH3:16])[CH:42]([CH2:41][C:40](=[O:44])[O:45][CH2:46][CH3:47])[CH3:43])[CH2:17]2. Yields the product CCOC(=O)CC(C)C(N=C1CC2CC(C1(C)O)C2(C)C)C(=O)OC(C)(C)C. The reactants are compound A1, Cl.N1=CC(=CC=C1)CCl (3-picolylchloride hydrochloride), Cl.COC=1C=C(C=CC1OC)C1=NN(C([C@@H]2CC=CC[C@H]12)=O)C1CCN(CC1)CC1=CC=C2C=CC(OC2=C1)=O ((4aS,8aR)-4-(3,4-Dimethoxyphenyl)-2-[1-(2-oxo-2H-chromen-7-ylmethyl)-piperidin-4-yl]-4a,5,8,8a-tetrahydro-2H-phthalazin-1-one hydrochloride). Yields the product Cl.Cl.COC=1C=C(C=CC1OC)C1=NN(C([C@@H]2CC=CC[C@H]12)=O)C1CCN(CC1)CC=1C=NC=CC1 ((4aS,8aR)-4-(3,4-Dimethoxyphenyl)-2-(1-pyridin-3-ylmethyl-piperidin-4-yl)-4a,5,8,8a-tetrahydro-2H-phthalazin-1-one dihydrochloride). RXN SMILES: [ClH:1].[N:2]1[CH:7]=[CH:6][CH:5]=[C:4]([CH2:8][Cl:9])[CH:3]=1.Cl.[CH3:11][O:12][C:13]1[CH:14]=[C:15]([C:21]2[C@@H:30]3[C@@H:25]([CH2:26][CH:27]=[CH:28][CH2:29]3)[C:24](=[O:31])[N:23]([CH:32]3[CH2:37][CH2:36][N:35](CC4C=C5C(C=CC(=O)O5)=CC=4)[CH2:34][CH2:33]3)[N:22]=2)[CH:16]=[CH:17][C:18]=1[O:19][CH3:20]>>[ClH:9].[ClH:1].[CH3:11][O:12][C:13]1[CH:14]=[C:15]([C:21]2[C@@H:30]3[C@@H:25]([CH2:26][CH:27]=[CH:28][CH2:29]3)[C:24](=[O:31])[N:23]([CH:32]3[CH2:37][CH2:36][N:35]([CH2:8][C:4]4[CH:3]=[N:2][CH:7]=[CH:6][CH:5]=4)[CH2:34][CH2:33]3)[N:22]=2)[CH:16]=[CH:17][C:18]=1[O:19][CH3:20] |f:0.1,2.3,4.5.6|. Procedure details: Prepared from starting compound A1 and 3-picolylchloride hydrochloride as described for compound 18. M.p. 252-254° C. Starting materials: BrC=1C=C(C(N(C1)C)=O)NC1=NN(C=C1)CCO[Si](C)(C)C(C)(C)C (5-Bromo-3-(1-(2-(tert-butyldimethylsilyloxy)ethyl)-1H-pyrazol-3-ylamino)-1-methylpyridin-2(1H)-one), C(C)(=O)OCC1=C(C=CC=C1B1OC(C(O1)(C)C)(C)C)N1C(C=2N(C=3CCCCC3C2)CC1)=O (2-(2-(Acetoxymethyl)-3-(4,4,5,5-tetramethyl-1,3,2-dioxaborolan-2-yl)phenyl)-3,4,6,7,8,9-hexahydropyrazino[1,2-a]indol-1(2H)-one), C(C)(=O)[O-].[Na+] (sodium acetate), [O-]P(=O)([O-])[O-].[K+].[K+].[K+] (K3PO4). Reagents/catalysts: C1=CC=C(C=C1)P([C-]2C=CC=C2)C3=CC=CC=C3.C1=CC=C(C=C1)P([C-]2C=CC=C2)C3=CC=CC=C3.Cl[Pd]Cl.[Fe+2] (PdCl2(dppf)). Solvent: CC#N (CH3CN), O (water). The product is C(C)(=O)OCC1=C(C=CC=C1N1C(C=2N(C=3CCCCC3C2)CC1)=O)C1=CN(C(C(=C1)NC1=NN(C=C1)CCO[Si](C)(C)C(C)(C)C)=O)C (2-(5-(1-(2-(tert-Butyldimethylsilyloxy)ethyl)-1H-pyrazol-3-ylamino)-1-methyl-6-oxo-1,6-dihydropyridin-3-yl)-6-(1-oxo-3,4,6,7,8,9-hexahydropyrazino[1,2-a]indol-2(1H)-yl)benzyl Acetate). The yield is 27.2%. As a reaction SMILES: Br[C:2]1[CH:3]=[C:4]([NH:10][C:11]2[CH:15]=[CH:14][N:13]([CH2:16][CH2:17][O:18][Si:19]([C:22]([CH3:25])([CH3:24])[CH3:23])([CH3:21])[CH3:20])[N:12]=2)[C:5](=[O:9])[N:6]([CH3:8])[CH:7]=1.[C:26]([O:29][CH2:30][C:31]1[C:36](B2OC(C)(C)C(C)(C)O2)=[CH:35][CH:34]=[CH:33][C:32]=1[N:46]1[CH2:58][CH2:57][N:49]2[C:50]3[CH2:51][CH2:52][CH2:53][CH2:54][C:55]=3[CH:56]=[C:48]2[C:47]1=[O:59])(=[O:28])[CH3:27].C([O-])(=O)C.[Na+].[O-]P([O-])([O-])=O.[K+].[K+].[K+]>CC#N.C1C=CC(P(C2C=CC=CC=2)[C-]2C=CC=C2)=CC=1.C1C=CC(P(C2C=CC=CC=2)[C-]2C=CC=C2)=CC=1.Cl[Pd]Cl.[Fe+2].O>[C:26]([O:29][CH2:30][C:31]1[C:32]([N:46]2[CH2:58][CH2:57][N:49]3[C:50]4[CH2:51][CH2:52][CH2:53][CH2:54][C:55]=4[CH:56]=[C:48]3[C:47]2=[O:59])=[CH:33][CH:34]=[CH:35][C:36]=1[C:2]1[CH:3]=[C:4]([NH:10][C:11]2[CH:15]=[CH:14][N:13]([CH2:16][CH2:17][O:18][Si:19]([C:22]([CH3:25])([CH3:24])[CH3:23])([CH3:21])[CH3:20])[N:12]=2)[C:5](=[O:9])[N:6]([CH3:8])[CH:7]=1)(=[O:28])[CH3:27] |f:2.3,4.5.6.7,9.10.11.12|. Procedure: A mixture of 163a (800 mg, 1.88 mmol), 2-(1-oxo-3,4,6,7,8,9-hexahydropyrazino[1,2-a]indol-2(1H)-yl)-6-(4,4,5,5-tetramethyl-1,3,2-dioxaborolan-2-yl)benzyl acetate 114a (1.3 g, 2.82 mmol), sodium acetate (308 mg, 3.76 mmol), PdCl2(dppf) (153 mg, 0.188 mmol) and K3PO4 (1 g, 3.76 mmol) suspended in CH3CN (50 mL) and water (3 mL) was heated at 110° C. for 12 h under argon atmosphere. The mixture was then evaporated and the residue was purified by reverse phase Combi-flash eluting with 0.3% NH4HCO3 in...